Dataset: the Open Reaction Database (ORD), a public repository of structured organic reaction records. Task: describe an organic reaction: reactants, conditions, products, and yield The reactants are [H-].[Na+] (sodium hydride), O (water), C(C)C=1C=CC(=NC1)CCO (2-(5-ethyl-2-pyridyl)ethanol), FC1=CC=C(C=C1)[N+](=O)[O-] (4-fluoronitrobenzene). The solvent is oil, CN(C)C=O (DMF). Conditions: time 30 minute. Product: C(C)C=1C=CC(=NC1)CCOC1=CC=C(C=C1)[N+](=O)[O-] (4-[2-(5-ethyl-2-pyridyl)ethoxy]nitrobenzene). Isolated yield 68.4%. RXN SMILES: [CH2:1]([C:3]1[CH:4]=[CH:5][C:6]([CH2:9][CH2:10][OH:11])=[N:7][CH:8]=1)[CH3:2].F[C:13]1[CH:18]=[CH:17][C:16]([N+:19]([O-:21])=[O:20])=[CH:15][CH:14]=1.[H-].[Na+].O>CN(C=O)C>[CH2:1]([C:3]1[CH:4]=[CH:5][C:6]([CH2:9][CH2:10][O:11][C:13]2[CH:18]=[CH:17][C:16]([N+:19]([O-:21])=[O:20])=[CH:15][CH:14]=2)=[N:7][CH:8]=1)[CH3:2] |f:2.3|. Reported procedure: To a solution of 2-(5-ethyl-2-pyridyl)ethanol (53.0 g) and 4-fluoronitrobenzene (47.0 g) in DMF (500 ml) was added portionwise under ice-cooling 60% sodium hydride in oil (16.0 g). The mixture was stirred under ice-cooling for one hour, then at room temperature for 30 minutes, poured into water and extracted with ether. The ether layer was washed with water and dried (MgSO4). The solvent was evaporated off to give 4-[2-(5-ethyl-2-pyridyl)ethoxy]nitrobenzene as crystals (62.0 g, 62.9%). Recrystal... Starting materials: ClC=1C=C2C(=NC=NC2=CC1C(=O)N1CCCC1)NC(CCC(=O)O)C1=NC2=C(N1C(=O)OC(C)(C)C)C=CC(=C2)Cl (6-chloro-4-[1-(1-tert.-butyloxycarbonyl-5-chloro-1H-benzimidazol-2-yl)-3-hydroxycarbonyl-propyl-amino]-7-(pyrrolidin-1-yl-carbonyl)-quinazoline), N1CCCCC1 (piperidine), CN(C)C(=[N+](C)C)ON1C2=C(C=CC=C2)N=N1.[B-](F)(F)(F)F (TBTU), FC(C(=O)O)(F)F (trifluoroacetic acid). Run in C(C)#N.O1CCCC1 (acetonitrile tetrahydrofuran). Product: ClC=1C=C2C(=NC=NC2=CC1C(=O)N1CCCC1)NC(CCC(=O)N1CCCCC1)C1=NC2=C(N1)C=CC(=C2)Cl (6-chloro-4-[1-(5-chloro-1H-benzimidazol-2-yl)-3-(piperidin-1-yl-carbonyl)-propyl-amino]-7-(pyrrolidin-1-yl-carbonyl)-quinazoline). As a reaction SMILES: [Cl:1][C:2]1[CH:3]=[C:4]2[C:9](=[CH:10][C:11]=1[C:12]([N:14]1[CH2:18][CH2:17][CH2:16][CH2:15]1)=[O:13])[N:8]=[CH:7][N:6]=[C:5]2[NH:19][CH:20]([C:26]1[N:30](C(OC(C)(C)C)=O)[C:29]2[CH:38]=[CH:39][C:40]([Cl:42])=[CH:41][C:28]=2[N:27]=1)[CH2:21][CH2:22][C:23](O)=[O:24].[NH:43]1[CH2:48][CH2:47][CH2:46][CH2:45][CH2:44]1.CN(C(ON1N=NC2C=CC=CC1=2)=[N+](C)C)C.[B-](F)(F)(F)F.FC(F)(F)C(O)=O>C(#N)C.O1CCCC1>[Cl:1][C:2]1[CH:3]=[C:4]2[C:9](=[CH:10][C:11]=1[C:12]([N:14]1[CH2:15][CH2:16][CH2:17][CH2:18]1)=[O:13])[N:8]=[CH:7][N:6]=[C:5]2[NH:19][CH:20]([C:26]1[NH:30][C:29]2[CH:38]=[CH:39][C:40]([Cl:42])=[CH:41][C:28]=2[N:27]=1)[CH2:21][CH2:22][C:23]([N:43]1[CH2:48][CH2:47][CH2:46][CH2:45][CH2:44]1)=[O:24] |f:2.3,5.6|. Reported procedure: Prepared analogously to Example 61 from 6-chloro-4-[1-(1-tert.-butyloxycarbonyl-5-chloro-1H-benzimidazol-2-yl)-3-hydroxycarbonyl-propyl-amino]-7-(pyrrolidin-1-yl-carbonyl)-quinazoline and piperidine with TBTU in acetonitrile/tetrahydrofuran and subsequent reaction with trifluoroacetic acid. Reactants: BrB(Br)Br, COc1ccc2nc(-c3cccc4c3-c3ccccc3C4=O)[nH]c2c1, ClCCl, O. The product is O=C1c2ccccc2-c2c1cccc2-c1nc2ccc(O)cc2[nH]1. RXN SMILES: [B:26]([Br:27])([Br:28])[Br:29].[CH3:1][O:2][c:3]1[cH:4][cH:5][c:6]2[c:7]([nH:8][c:9](-[c:11]3[cH:12][cH:13][cH:14][c:15]4[c:23]3-[c:22]3[c:17]([cH:18][cH:19][cH:20][cH:21]3)[C:16]4=[O:24])[n:10]2)[cH:25]1.[Cl:31][CH2:32][Cl:33].[OH2:30]>>[OH:2][c:3]1[cH:4][cH:5][c:6]2[c:7]([nH:8][c:9](-[c:11]3[cH:12][cH:13][cH:14][c:15]4[c:23]3-[c:22]3[c:17]([cH:18][cH:19][cH:20][cH:21]3)[C:16]4=[O:24])[n:10]2)[cH:25]1.